From a dataset of the Open Reaction Database (ORD), a public repository of structured organic reaction records. describe an organic reaction: reactants, conditions, products, and yield Reactants: CN=C=O, CCOC(C)=O, CCN(C(C)C)C(C)C, ClCCl, O, CC(O[Si](C)(C)C)C1C(=O)N2C(C(=O)OCc3ccc([N+](=O)[O-])cc3)=C(c3cccc(O)c3)CC12. Product: CNC(=O)Oc1cccc(C2=C(C(=O)OCc3ccc([N+](=O)[O-])cc3)N3C(=O)C(C(C)O[Si](C)(C)C)C3C2)c1. RXN SMILES: [CH3:45][N:46]=[C:47]=[O:48].[CH3:53][CH2:54][O:55][C:56](=[O:57])[CH3:58].[CH:36]([N:37]([CH2:38][CH3:39])[CH:40]([CH3:41])[CH3:42])([CH3:43])[CH3:44].[Cl:50][CH2:51][Cl:52].[OH2:49].[OH:1][c:2]1[cH:3][c:4]([C:8]2=[C:9]([C:23](=[O:24])[O:25][CH2:26][c:27]3[cH:28][cH:29][c:30]([N+:33](=[O:34])[O-:35])[cH:31][cH:32]3)[N:10]3[C:11](=[O:22])[CH:12]([CH:15]([CH3:16])[O:17][Si:18]([CH3:19])([CH3:20])[CH3:21])[CH:13]3[CH2:14]2)[cH:5][cH:6][cH:7]1>>[O:1]([c:2]1[cH:3][c:4]([C:8]2=[C:9]([C:23](=[O:24])[O:25][CH2:26][c:27]3[cH:28][cH:29][c:30]([N+:33](=[O:34])[O-:35])[cH:31][cH:32]3)[N:10]3[C:11](=[O:22])[CH:12]([CH:15]([CH3:16])[O:17][Si:18]([CH3:19])([CH3:20])[CH3:21])[CH:13]3[CH2:14]2)[cH:5][cH:6][cH:7]1)[C:47]([NH:46][CH3:45])=[O:48]. The reactants are Cl (HCl), OCC(=O)C1=CC=CC=C1 (2-hydroxyacetophenone), C1(=CC=C(C=C1)C=O)C1=CC=CC=C1 (biphenyl 4-carboxaldehyde), [OH-].[Na+] (NaOH). Run in C(C)O (ethanol), O (water). The product is C1(=CC=CC=C1)C=CC(=O)C1=CC=CC=C1 (chalcone). Yield: 33.0%. RXN SMILES: O[CH2:2][C:3]([C:5]1[CH:10]=[CH:9][CH:8]=[CH:7][CH:6]=1)=[O:4].[C:11]1([C:19]2C=CC=CC=2)[CH:16]=[CH:15][C:14](C=O)=[CH:13][CH:12]=1.[OH-].[Na+].Cl>C(O)C.O>[C:11]1([CH:19]=[CH:2][C:3]([C:5]2[CH:10]=[CH:9][CH:8]=[CH:7][CH:6]=2)=[O:4])[CH:16]=[CH:15][CH:14]=[CH:13][CH:12]=1 |f:2.3|. Procedure details: A solution of 4.92 g (36.1 mmol) of 2-hydroxyacetophenone, 3.30 g (34.2 mmol) of ,4'-(α-methyl)ethenyl, biphenyl 4-carboxaldehyde and 8.15 g NaOH (in 15 ml of water) in 100 ml of ethanol was stirred for 12 hours before the solution was poured into 400 ml of water. The resulting mixture was neutralized with dilute HCl to yield a chalcone. The yellow precipitate obtained was filtered and dried. The chalcone was purified by recrystallized from methylene chloride. Further oxidation of above chalcone... The reactants are ClC1=CC(=C(C=C1)NC=1SC=CC1C#N)[N+](=O)[O-] (2-(4-chloro-2-nitro-phenylamino)-thiophene-3-carbonitrile), O.O.[Sn](Cl)Cl (tin(II) chloride dihydrate). The solvent is Cl (HCl), C(C)O (ethanol). Product: Cl.ClC1=CC2=C(NC=3SC=CC3C(=N2)N)C=C1 (7-Chloro-4H-3-thia-4,9-diaza-benzo[f]azulen-10-ylamine hydrochloride). The yield is 142.2%. Reaction SMILES: [Cl:1][C:2]1[CH:7]=[CH:6][C:5]([NH:8][C:9]2[S:10][CH:11]=[CH:12][C:13]=2[C:14]#[N:15])=[C:4]([N+:16]([O-])=O)[CH:3]=1.O.O.[Sn](Cl)Cl>C(O)C.Cl>[ClH:1].[Cl:1][C:2]1[CH:7]=[CH:6][C:5]2[NH:8][C:9]3[S:10][CH:11]=[CH:12][C:13]=3[C:14]([NH2:15])=[N:16][C:4]=2[CH:3]=1 |f:1.2.3,6.7|. Reported procedure: Suspend 2-(4-chloro-2-nitro-phenylamino)-thiophene-3-carbonitrile (4.85 g, 17.35 mmol) in ethanol (40.0 ml). Dissolve tin(II) chloride dihydrate (11.75 g, 52.06 mmol) in 5N HCl (40.0 ml) and then add it to the suspension. Heat the reaction at reflux for 48 hours. Cool the reaction to ambient temperature and then chill it in a refrigerator for 2 hours. Collect the resulting precipitate by vacuum filtration and then dry it under vacuum to give 3.53 g (71%) of the title compound: mass spectrum (ion... The reactants are COC1=CC=C(C=C1)C(CC#N)=O (3-(4-methoxyphenyl)-3-oxo-propionitrile), O.NN (hydrazine hydrate), C(C)O (ethanol). Conditions: temperature 80 celsius, time 15 hour. Product: NC1=CC(=NN1)C1=CC=C(C=C1)OC (5-amino-3-(4-methoxyphenyl)pyrazole). The yield is 97.0%. RXN SMILES: CO[C:3]1[CH:8]=[CH:7][C:6]([C:9](=O)[CH2:10][C:11]#[N:12])=[CH:5][CH:4]=1.[OH2:14].[NH2:15][NH2:16].[CH2:17](O)C>>[NH2:12][C:11]1[NH:16][N:15]=[C:9]([C:6]2[CH:7]=[CH:8][C:3]([O:14][CH3:17])=[CH:4][CH:5]=2)[CH:10]=1 |f:1.2|. Procedure details: To a solution of 3-(4-methoxyphenyl)-3-oxo-propionitrile (2.0 g, 11.4 mmol) in absolute ethanol (21 mL) was added hydrazine hydrate (3.32 mL, 68.3 mmol). The reaction mixture was stirred at 80° C. for 15 hours, then it was concentrated in vacuo and purified on silica gel with 0-10% MeOH in CH2Cl2 as eluent to give 2.02 g (97% yield) of 5-amino-3-(4-methoxyphenyl)pyrazole as a white solid. 1H NMR (d6-DMSO) δ: 11.69 (s, 1H), 7.55 (d, 2H), 6.92 (d, 2H), 5.66 (s, 1H), 4.62 (broad s, 2H), 3.75 (s, 3H...